From a dataset of the Open Reaction Database (ORD), a public repository of structured organic reaction records. describe an organic reaction: reactants, conditions, products, and yield Starting materials: C1(=CC=CC=C1)C1=NC=C(C=O)C=C1 (6-Phenylnicotinaldehyde), O1C(=CC=C1)[Mg]Br (furan-2-ylmagnesium bromide). The product is O1C(=CC=C1)C(O)C=1C=NC(=CC1)C1=CC=CC=C1 (Furan-2-yl(6-phenylpyridin-3-yl)methanol). RXN SMILES: [C:1]1([C:7]2[CH:14]=[CH:13][C:10]([CH:11]=[O:12])=[CH:9][N:8]=2)[CH:6]=[CH:5][CH:4]=[CH:3][CH:2]=1.[O:15]1[CH:19]=[CH:18][CH:17]=[C:16]1[Mg]Br>>[O:15]1[CH:19]=[CH:18][CH:17]=[C:16]1[CH:11]([C:10]1[CH:9]=[N:8][C:7]([C:1]2[CH:2]=[CH:3][CH:4]=[CH:5][CH:6]=2)=[CH:14][CH:13]=1)[OH:12]. Procedure details: Synthesized using compound 43b (650 mg, 3.75 mmol) and furan-2-ylmagnesium bromide (1.85 g, 10.8 mmol, 2 M in THF) according to Method D. Crude product was purified by flash chromatography on silica-gel using a mixture of hexane/ethyl acetate (6:1) as eluent. Yellow solid. Yield: 631 mg, 67%. 1H NMR (CDCl3, 500 MHz): δH (ppm)=3.62 (br. s., 1H), 5.86 (s, 1H), 6.17 (d, J=3.4 Hz, 1H), 6.33 (dd, J=3.0, 1.8 Hz, 1H), 7.33-7.51 (m, 4H), 7.69 (d, J=7.9 Hz, 1H), 7.83 (dd, J=8.2, 1.8 Hz, 1H), 7.88-7.99 (m...